This data is from the Open Reaction Database (ORD), a public repository of structured organic reaction records. The task is: describe an organic reaction: reactants, conditions, products, and yield The reactants are O=C(n1ccnc1)n1ccnc1, CN(C)C=O, Nc1cc(OCc2cccc(I)c2)c(C(=O)O)cc1Cl, NC1CN2CCC1CC2, C1CCOC1. Yields the product Nc1cc(OCc2cccc(I)c2)c(C(=O)NC2CN3CCC2CC3)cc1Cl. Reaction SMILES: [C:21]([n:22]1[cH:23][cH:24][n:25][cH:26]1)([n:27]1[cH:28][cH:29][n:30][cH:31]1)=[O:32].[CH3:47][N:48]([CH3:49])[CH:50]=[O:51].[NH2:1][c:2]1[cH:3][c:4]([O:12][CH2:13][c:14]2[cH:15][c:16]([I:20])[cH:17][cH:18][cH:19]2)[c:5]([C:6](=[O:7])[OH:8])[cH:9][c:10]1[Cl:11].[NH2:33][CH:34]1[CH2:35][N:36]2[CH2:37][CH2:38][CH:39]1[CH2:40][CH2:41]2.[O:42]1[CH2:43][CH2:44][CH2:45][CH2:46]1>>[NH2:1][c:2]1[cH:3][c:4]([O:12][CH2:13][c:14]2[cH:15][c:16]([I:20])[cH:17][cH:18][cH:19]2)[c:5]([C:6](=[O:8])[NH:33][CH:34]2[CH2:35][N:36]3[CH2:37][CH2:38][CH:39]2[CH2:40][CH2:41]3)[cH:9][c:10]1[Cl:11]. Reactants: CCN(C(C)C)C(C)C, Clc1cccc(C(c2ccccc2)N2CCNCC2)c1, NS(=O)(=O)CCCCCCCl. The product is NS(=O)(=O)CCCCCCN1CCN(C(c2ccccc2)c2cccc(Cl)c2)CC1. As a reaction SMILES: [CH2:32]([N:33]([CH:34]([CH3:35])[CH3:36])[CH:37]([CH3:38])[CH3:39])[CH3:40].[Cl:1][c:2]1[cH:3][c:4]([CH:8]([N:9]2[CH2:10][CH2:11][NH:12][CH2:13][CH2:14]2)[c:15]2[cH:16][cH:17][cH:18][cH:19][cH:20]2)[cH:5][cH:6][cH:7]1.[Cl:21][CH2:22][CH2:23][CH2:24][CH2:25][CH2:26][CH2:27][S:28](=[O:29])(=[O:30])[NH2:31]>>[Cl:1][c:2]1[cH:3][c:4]([CH:8]([N:9]2[CH2:10][CH2:11][N:12]([CH2:22][CH2:23][CH2:24][CH2:25][CH2:26][CH2:27][S:28](=[O:29])(=[O:30])[NH2:31])[CH2:13][CH2:14]2)[c:15]2[cH:16][cH:17][cH:18][cH:19][cH:20]2)[cH:5][cH:6][cH:7]1. The reactants are C(=O)(O)CCN(C1=CC=CC=C1)C (N-(2-carboxyethyl)-N-methylaniline), CC(=O)OCC1=C2C=CC=CC2=C(C3=CC=CC=C31)COC(=O)C (acetic), propionic acids, C(CCCCCCCCCCCCCCCC)OC(=O)C1=CC(=C(N)C=C1)[N+](=O)[O-] (4-Heptadecyloxycarbonyl-2-nitroaniline), N(=O)OS(O)(=O)=O (nitrosyl-sulphuric acid), C(C)(=O)[O-].[Na+] (Sodium acetate), NC(=O)N (Urea). Solvent: O (water). Reaction conditions: time 1.5 hour. Product: [N+](=O)([O-])C1=C(C=CC(=C1)C(=O)OCCCCCCCCCCCCCCCCC)N=NC1=CC=C(N(CCC(=O)O)C)C=C1 (4-(2-nitro-4-[heptadecyloxycarbonyl]phenylazo)-N-methyl-N-(2-[hydroxycarbonyl]ethyl)aniline). Reaction SMILES: [CH2:1]([O:18][C:19]([C:21]1[CH:27]=[CH:26][C:24]([NH2:25])=[C:23]([N+:28]([O-:30])=[O:29])[CH:22]=1)=[O:20])[CH2:2][CH2:3][CH2:4][CH2:5][CH2:6][CH2:7][CH2:8][CH2:9][CH2:10][CH2:11][CH2:12][CH2:13][CH2:14][CH2:15][CH2:16][CH3:17].N(OS(=O)(=O)O)=O.[NH2:38]C(N)=O.[C:42]([CH2:45][CH2:46][N:47]([CH3:54])[C:48]1[CH:53]=[CH:52][CH:51]=[CH:50][CH:49]=1)([OH:44])=[O:43].CC(OCC1C2C(=CC=CC=2)C(COC(C)=O)=C2C=1C=CC=C2)=O.C([O-])(=O)C.[Na+]>O>[N+:28]([C:23]1[CH:22]=[C:21]([C:19]([O:18][CH2:1][CH2:2][CH2:3][CH2:4][CH2:5][CH2:6][CH2:7][CH2:8][CH2:9][CH2:10][CH2:11][CH2:12][CH2:13][CH2:14][CH2:15][CH2:16][CH3:17])=[O:20])[CH:27]=[CH:26][C:24]=1[N:25]=[N:38][C:51]1[CH:52]=[CH:53][C:48]([N:47]([CH3:54])[CH2:46][CH2:45][C:42]([OH:44])=[O:43])=[CH:49][CH:50]=1)([O-:30])=[O:29] |f:5.6|. Procedure: 4-Heptadecyloxycarbonyl-2-nitroaniline (0.42g) was added to cold nitrosyl-sulphuric acid (70 mg of sodium nitrite and 1.5 ml of 98% sulphuric acid) and stirred at 0°-5° C. for 1.5 hours. Urea (0.1 g) was added and then the resulting mixture was added to a cold solution of N-(2-carboxyethyl)-N-methylaniline in a 1:1 mixture of acetic and propionic acids (10 ml). Sodium acetate was added and the reaction mixture was stirred for 1 hour after which time it was diluted with water and filtered. The re... Starting materials: CS(=O)(=O)Cl (methanesulfonyl chloride), Cl.NCC=1C=C2C(N(C(C2=CC1)=O)CC(=O)OC(C)(C)C)=O (tert-butyl 2-(5-(aminomethyl)-1,3-dioxoisoindolin-2-yl)acetate hydrochloride), CS(=O)(=O)Cl (methanesulfonyl chloride). The solvent is N1=CC=CC=C1 (pyridine). Reaction conditions: time 8 hour. Yields the product CS(=O)(=O)NCC=1C=C2C(N(C(C2=CC1)=O)CC(=O)OC(C)(C)C)=O (tert-butyl 2-(5-(methylsulfonamidomethyl)-1,3-dioxoisoindolin-2-yl)acetate). Yield: 99.9%. Reaction SMILES: Cl.[NH2:2][CH2:3][C:4]1[CH:5]=[C:6]2[C:10](=[CH:11][CH:12]=1)[C:9](=[O:13])[N:8]([CH2:14][C:15]([O:17][C:18]([CH3:21])([CH3:20])[CH3:19])=[O:16])[C:7]2=[O:22].[CH3:23][S:24](Cl)(=[O:26])=[O:25]>N1C=CC=CC=1>[CH3:23][S:24]([NH:2][CH2:3][C:4]1[CH:5]=[C:6]2[C:10](=[CH:11][CH:12]=1)[C:9](=[O:13])[N:8]([CH2:14][C:15]([O:17][C:18]([CH3:19])([CH3:21])[CH3:20])=[O:16])[C:7]2=[O:22])(=[O:26])=[O:25] |f:0.1|. Reported procedure: To a solution of tert-butyl 2-(5-(aminomethyl)-1,3-dioxoisoindolin-2-yl)acetate hydrochloride (0.409 g, 1.252 mmol) in dry pyridine (10 ml) cooled to 0° C., methanesulfonyl chloride (0.117 ml, 1.502 mmol) was added. The reaction was warmed to room temperature and stirred overnight. Additional methanesulfonyl chloride (0.148 ml, 1.878 mmol) was added over 24 hours cooling at 0° C. and stirring at room temperature. The solvent was removed under vacuum and the residue was portioned between ethyl ac... Starting materials: CN, CCO, CSCOc1cccc(C=O)c1. The product is CN=Cc1cccc(OCSC)c1. Reaction SMILES: [CH3:13][NH2:14].[CH3:15][CH2:16][OH:17].[CH3:1][S:2][CH2:3][O:4][c:5]1[cH:6][c:7]([CH:8]=[O:9])[cH:10][cH:11][cH:12]1>>[CH3:1][S:2][CH2:3][O:4][c:5]1[cH:6][c:7]([CH:8]=[N:14][CH3:13])[cH:10][cH:11][cH:12]1. The reactants are CC(C)=C (isobutylene), O1CCN(CC1)C(=O)NC1=C(C=CC=C1)C1=CC=C(C=C1)CN1C(C(CC(C2=C1C=CC=C2)C)NC(CC(C)(C)NC[C@@H](C)O)=O)=O (N-[1-[[2'-[(Morpholinocarbonyl)amino][1,1'-biphenyl]-4-yl]methyl]-2,3,4,5-tetrahydro-2-oxo-5-methyl-1H-1-benzazepin-3-yl]-3-(2(R)-hydroxypropyl)amino-3-methylbutanamide), C(C)OCC (diethyl ether). Yields the product O1CCN(CC1)C(=O)NC1=C(C=CC=C1)C1=CC=C(C=C1)CN1C(C(CC(C2=C1C=CC=C2)C)NC(CC(C)(C)NC[C@@H](CO)O)=O)=O (N-[1-[[2'-[(Morpholinocarbonyl)amino][1,1'-biphenyl]-4-yl]methyl]-2,3,4,5-tetrahydro-2-oxo-5-methyl-1H-1-benzazepin-3-yl]-3-[2(S),3-dihydroxypropyl]amino-3-methylbutanamide). Reaction SMILES: CC(=C)C.[O:5]1[CH2:10][CH2:9][N:8]([C:11]([NH:13][C:14]2[CH:19]=[CH:18][CH:17]=[CH:16][C:15]=2[C:20]2[CH:25]=[CH:24][C:23]([CH2:26][N:27]3[C:33]4[CH:34]=[CH:35][CH:36]=[CH:37][C:32]=4[CH:31]([CH3:38])[CH2:30][CH:29]([NH:39][C:40](=[O:50])[CH2:41][C:42]([NH:45][CH2:46][C@H:47]([OH:49])[CH3:48])([CH3:44])[CH3:43])[C:28]3=[O:51])=[CH:22][CH:21]=2)=[O:12])[CH2:7][CH2:6]1.C([O:54]CC)C>>[O:5]1[CH2:10][CH2:9][N:8]([C:11]([NH:13][C:14]2[CH:19]=[CH:18][CH:17]=[CH:16][C:15]=2[C:20]2[CH:25]=[CH:24][C:23]([CH2:26][N:27]3[C:33]4[CH:34]=[CH:35][CH:36]=[CH:37][C:32]=4[CH:31]([CH3:38])[CH2:30][CH:29]([NH:39][C:40](=[O:50])[CH2:41][C:42]([NH:45][CH2:46][C@H:47]([OH:49])[CH2:48][OH:54])([CH3:43])[CH3:44])[C:28]3=[O:51])=[CH:22][CH:21]=2)=[O:12])[CH2:7][CH2:6]1. Reported procedure: Reaction of isobutylene with N-chlorosulfonylisocyanate 57 in diethyl ether gives the azetidinone derivative 58. Removal of the chlorosulfonyl group with aqueous sodium sulfite followed by reaction with di-t-butyl-dicarbonate gives the BOC-protected intermediate 60. Alkaline hydrolysis gives the protected amino acid derivative 61 in good overall yield. Reactants: C1(CC1)C1=NC(=NO1)C1=CC=C(CNCCCC=2C=C(OC(C(=O)OC(C)(C)C)(C)C)C=CC2)C=C1 (tert-butyl 2-[3-(3-{[4-(5-cyclopropyl-1,2,4-oxadiazol-3-yl)benzyl]amino}propyl)phenoxy]-2-methylpropanoate), ClC=1OC2=C(N1)C=CC=C2 (2-chlorobenzoxazole), CCN(C(C)C)C(C)C (DIEA), 100C, C(=O)(C(F)(F)F)O (TFA). The solvent is C1CCOC1 (THF). Yields the product O1C(=NC2=C1C=CC=C2)N(CCCC=2C=C(OC(C(=O)O)(C)C)C=CC2)CC2=CC=C(C=C2)C2=NOC(=N2)C2CC2 (2-[3-(3-{1,3-Benzoxazol-2-yl[4-(5-cyclopropyl-1,2,4-oxadiazol-3-yl)benzyl]amino}propyl)phenoxy]-2-methylpropanoic acid). RXN SMILES: [CH:1]1([C:4]2[O:8][N:7]=[C:6]([C:9]3[CH:36]=[CH:35][C:12]([CH2:13][NH:14][CH2:15][CH2:16][CH2:17][C:18]4[CH:19]=[C:20]([CH:32]=[CH:33][CH:34]=4)[O:21][C:22]([CH3:31])([CH3:30])[C:23]([O:25]C(C)(C)C)=[O:24])=[CH:11][CH:10]=3)[N:5]=2)[CH2:3][CH2:2]1.Cl[C:38]1[O:39][C:40]2[CH:46]=[CH:45][CH:44]=[CH:43][C:41]=2[N:42]=1.CCN(C(C)C)C(C)C.C(O)(C(F)(F)F)=O>C1COCC1>[O:39]1[C:40]2[CH:46]=[CH:45][CH:44]=[CH:43][C:41]=2[N:42]=[C:38]1[N:14]([CH2:13][C:12]1[CH:35]=[CH:36][C:9]([C:6]2[N:5]=[C:4]([CH:1]3[CH2:3][CH2:2]3)[O:8][N:7]=2)=[CH:10][CH:11]=1)[CH2:15][CH2:16][CH2:17][C:18]1[CH:19]=[C:20]([CH:32]=[CH:33][CH:34]=1)[O:21][C:22]([CH3:31])([CH3:30])[C:23]([OH:25])=[O:24]. Reported procedure: Condensation of tert-butyl 2-[3-(3-{[4-(5-cyclopropyl-1,2,4-oxadiazol-3-yl)benzyl]amino}propyl)phenoxy]-2-methylpropanoate with 1.5 eq of 2-chlorobenzoxazole, as per general procedure E (conditions: 3 eq DIEA, THF, 100C, 8 hr), followed by standard TFA hydrolysis (general procedure 1) provided the title compound. Reactants: Cc1cccc(C(=O)NNC(=O)O)c1C, ClCCl, [K+], [K+], [Na+], O=C([O-])[O-], [OH-], O, O=C(O)C(F)(F)F. The product is Cc1cccc(C(=O)NN)c1C. As a reaction SMILES: [CH3:1][c:2]1[c:3]([C:4](=[O:5])[NH:6][NH:7][C:8]([OH:9])=[O:10])[cH:11][cH:12][cH:13][c:14]1[CH3:15].[Cl:31][CH2:32][Cl:33].[K+:23].[K+:24].[Na+:30].[O-:25][C:26]([O-:27])=[O:28].[OH-:29].[OH2:34].[OH:16][C:17]([C:18]([F:19])([F:20])[F:21])=[O:22]>>[CH3:1][c:2]1[c:3]([C:4](=[O:5])[NH:6][NH2:7])[cH:11][cH:12][cH:13][c:14]1[CH3:15]. Reagents/catalysts: [OH-].[Pd+2].[OH-] (Palladium hydroxide). Conditions: time 19 hour. Yields the product C(C)(C)(C)OC(=O)N(C1CCC(CC1)NC(=O)OC(C)(C)C)CC(=O)O ([tert-Butoxycarbonyl-(4-tert-butoxycarbonylamino-cyclohexyl)-amino]-acetic acid). Reactants: C(C1=CC=CC=C1)OC(CN(C1CCC(CC1)NC(=O)OC(C)(C)C)C(=O)OC(C)(C)C)=O ([tert-Butoxycarbonyl-(4-tert-butoxycarbonylamino-cyclohexyl)-amino]-acetic acid benzyl ester). RXN SMILES: C([O:8][C:9](=[O:33])[CH2:10][N:11]([C:26]([O:28][C:29]([CH3:32])([CH3:31])[CH3:30])=[O:27])[CH:12]1[CH2:17][CH2:16][CH:15]([NH:18][C:19]([O:21][C:22]([CH3:25])([CH3:24])[CH3:23])=[O:20])[CH2:14][CH2:13]1)C1C=CC=CC=1>CO.[OH-].[Pd+2].[OH-]>[C:29]([O:28][C:26]([N:11]([CH2:10][C:9]([OH:33])=[O:8])[CH:12]1[CH2:17][CH2:16][CH:15]([NH:18][C:19]([O:21][C:22]([CH3:24])([CH3:23])[CH3:25])=[O:20])[CH2:14][CH2:13]1)=[O:27])([CH3:32])([CH3:30])[CH3:31] |f:2.3.4|. Run in CO (methanol). Procedure details: A solution of [tert-Butoxycarbonyl-(4-tert-butoxycarbonylamino-cyclohexyl)-amino]-acetic acid benzyl ester (0.277 g, 0.599 mmol) in methanol (6 mL) was purged with argon for 5 min. Palladium hydroxide (20%, 0.053 g) was added, the flask evacuated, and the reaction stirred under a H2 atmosphere for 19 hr. The reaction was filtered through a Celite-plugged filter frit, washed with methanol and DCM, and concentrated. The crude product was carried forward without purification. ESI-MS m/z 395 (M+Na)+...